describe an organic reaction: reactants, conditions, products, and yield From a dataset of the Open Reaction Database (ORD), a public repository of structured organic reaction records. Reactants: FC1=C(OC(C(=O)O)C)C=CC(=C1)OC1=NC2=CC=C(C=C2N=C1)Cl (2-[2-Fluoro-4-(6-chloroquinoxalin-2-yloxy)phenoxy]-propionic acid), S(=O)(Cl)Cl (thionyl chloride). Reaction conditions: time 5 hour. Yields the product FC1=C(OC(C(=O)Cl)C)C=CC(=C1)OC1=NC2=CC=C(C=C2N=C1)Cl (2-[2-fluoro-4-(6-chloroquinoxalin-2-yloxy)phenoxy]-propionyl chloride). As a reaction SMILES: [F:1][C:2]1[CH:13]=[C:12]([O:14][C:15]2[CH:24]=[N:23][C:22]3[C:17](=[CH:18][CH:19]=[C:20]([Cl:25])[CH:21]=3)[N:16]=2)[CH:11]=[CH:10][C:3]=1[O:4][CH:5]([CH3:9])[C:6](O)=[O:7].S(Cl)([Cl:28])=O>>[F:1][C:2]1[CH:13]=[C:12]([O:14][C:15]2[CH:24]=[N:23][C:22]3[C:17](=[CH:18][CH:19]=[C:20]([Cl:25])[CH:21]=3)[N:16]=2)[CH:11]=[CH:10][C:3]=1[O:4][CH:5]([CH3:9])[C:6]([Cl:28])=[O:7]. Procedure: 2-[2-Fluoro-4-(6-chloroquinoxalin-2-yloxy)phenoxy]-propionic acid (1.73 g; 4.77 mmole) was treated with thionyl chloride and the mixture was heated under reflux with stirring for a period of 5 hours. The excess thionyl chloride was removed by distillation under reduced pressure to give 2-[2-fluoro-4-(6-chloroquinoxalin-2-yloxy)phenoxy]-propionyl chloride as a straw coloured oil.